Dataset: the Open Reaction Database (ORD), a public repository of structured organic reaction records. Task: describe an organic reaction: reactants, conditions, products, and yield Reactants: [BH3-]C#N.[Na+] (NaCNBH3), N1=C(C=CC2=CC=CC=C12)C=O (quinoline aldehyde), NC1=CC=CC=C1 (aniline). Reagents/catalysts: [Cl-].[Cl-].[Zn+2] (ZnCl2). The solvent is CO (MeOH). Conditions: time 15 minute. Yields the product C1(=CC=CC=C1)NC=1C=NC2=CC=CC=C2C1 (N-Phenylquinolin-3-amine). As a reaction SMILES: [N:1]1[C:10]2[C:5](=[CH:6][CH:7]=[CH:8][CH:9]=2)[CH:4]=[CH:3][C:2]=1C=O.[NH2:13][C:14]1[CH:19]=[CH:18][CH:17]=[CH:16][CH:15]=1.[BH3-]C#N.[Na+]>CO.[Cl-].[Cl-].[Zn+2]>[C:14]1([NH:13][C:3]2[CH:2]=[N:1][C:10]3[C:5]([CH:4]=2)=[CH:6][CH:7]=[CH:8][CH:9]=3)[CH:19]=[CH:18][CH:17]=[CH:16][CH:15]=1 |f:2.3,5.6.7|. Procedure: To a solution of quinoline-3-carbaldehyde 11 (79 mg, 0.5 mmol) in MeOH (5 mL) was added aniline (0.05 mL, 0.55 mmol) and ZnCl2 (136 mg, 2.0 mmol) and the reaction was stirred at room temperature for 15 min. Then NaCNBH3 (62.8 mg, 2.0 mmol) was added and to the reaction was stirred overnight at room temperature. The solvent was removed by rotary evaporation and the residue suspended in EtOAc. The organic layers were combined and washed with NaHCO3, water, and brine and then dried over MgSO. Conce... Reactants: 4-Cyano-1-indanone-2'-amidinohydrazone hydrochloride, C(#N)C1=C2CCC(C2=CC=C1)=O (4-cyano-1-indanone), C(O)(O)=O.NNC(=N)N (aminoguanidine hydrogen carbonate). Solvent: CO (methanol), O (water), Cl (hydrochloric acid). Product: C(#N)C1=C2CCCC(C2=CC=C1)=O (5-Cyano-1-tetralone). RXN SMILES: [C:1]([C:3]1[CH:11]=[CH:10][CH:9]=[C:8]2[C:4]=1[CH2:5][CH2:6][C:7]2=[O:12])#[N:2].[C:13](=O)(O)O.NNC(N)=N>CO.O.Cl>[C:1]([C:3]1[CH:11]=[CH:10][CH:9]=[C:8]2[C:4]=1[CH2:13][CH2:5][CH2:6][C:7]2=[O:12])#[N:2] |f:1.2|. Procedure: 4-Cyano-1-indanone-2'-amidinohydrazone hydrochloride Analogously to Example 1,314 mg (2 mmol) of 4-cyano-1-indanone are dissolved in 20 ml of methanol; a solution of 272 mg (2 mmol) of aminoguanidine hydrogen carbonate in 9 ml of water and 1 ml of 2N hydrochloric acid is added and the mixture is stirred at reflux for 4 days. After cooling, the reaction mixture is concentrated to dryness by evaporation and the residue is crystallised from water, yielding stamping compound (a), m.p. >230°: 1H--NMR... Starting materials: C(C)(C)(C)C1=NN(C(=C1)N)C1=CC(=CC=C1)C(F)(F)F (3-tert-butyl-1-(3-(trifluoromethyl)phenyl)-1H-pyrazol-5-amine), ClC(=O)OC1=CC=CC=C1 (phenyl chloroformate). Product: C(C)(C)(C)C1=NN(C(=C1)NC(OC1=CC=CC=C1)=O)C1=CC(=CC=C1)C(F)(F)F (phenyl 3-tert -butyl-1-(3-(trifluoromethyl)phenyl)-1H-pyrazol-5-ylcarbamate). Yield: 34.7%. RXN SMILES: [C:1]([C:5]1[CH:9]=[C:8]([NH2:10])[N:7]([C:11]2[CH:16]=[CH:15][CH:14]=[C:13]([C:17]([F:20])([F:19])[F:18])[CH:12]=2)[N:6]=1)([CH3:4])([CH3:3])[CH3:2].Cl[C:22]([O:24][C:25]1[CH:30]=[CH:29][CH:28]=[CH:27][CH:26]=1)=[O:23]>>[C:1]([C:5]1[CH:9]=[C:8]([NH:10][C:22](=[O:23])[O:24][C:25]2[CH:30]=[CH:29][CH:28]=[CH:27][CH:26]=2)[N:7]([C:11]2[CH:16]=[CH:15][CH:14]=[C:13]([C:17]([F:19])([F:20])[F:18])[CH:12]=2)[N:6]=1)([CH3:4])([CH3:2])[CH3:3]. Procedure details: Following the procedure in Example 118A, 3-tert-butyl-1-(3-(trifluoromethyl)phenyl)-1H-pyrazol-5-amine (344 mg, 1.21 mmol) and phenyl chloroformate (0.25 mL, 1.82 mmol) were reacted to give phenyl 3-tert -butyl-1-(3-(trifluoromethyl)phenyl)-1H-pyrazol-5-ylcarbamate (119 mg, 0.42 mmol, 35%). 1H NMR (300 MHz, DMSO-d6) δ 10.05 (s, 1H), 7.62-7.50 (m, 3H), 7.58-7.43 (m, 3H), 7.23 (t, 1H), 7.12 (br s, 2H), 6.39 (s, 1H), 1.29 (s, 9H); LC-MS (ESI) m/z 404 (M+H)+. Starting materials: C(C)N(CC)S(F)(F)F (diethylamino-sulfur trifluoride), O[C@@H]1CC[C@H](CC1)C1=CC=C(C=C1)N1C(OC(C1)COC)=O ((RS)3-[4-(trans-4-hydroxy-cyclohexyl)-phenyl]-5-methoxymethyl-oxazolidin-2-one), ice water. The solvent is C(Cl)Cl (methylene chloride), C(Cl)Cl (methylene chloride). Reaction conditions: time 2 hour. The product is F[C@H]1CC[C@H](CC1)C1=CC=C(C=C1)N1C(OC(C1)COC)=O ((RS)-3-[4-(cis-4-fluoro-cyclohexyl)-phenyl]-5-methoxymethyl-oxazolidin-2-one). RXN SMILES: O[C@H:2]1[CH2:7][CH2:6][C@H:5]([C:8]2[CH:13]=[CH:12][C:11]([N:14]3[CH2:18][CH:17]([CH2:19][O:20][CH3:21])[O:16][C:15]3=[O:22])=[CH:10][CH:9]=2)[CH2:4][CH2:3]1.C(N(S(F)(F)[F:29])CC)C>C(Cl)Cl>[F:29][C@@H:2]1[CH2:7][CH2:6][C@H:5]([C:8]2[CH:13]=[CH:12][C:11]([N:14]3[CH2:18][CH:17]([CH2:19][O:20][CH3:21])[O:16][C:15]3=[O:22])=[CH:10][CH:9]=2)[CH2:4][CH2:3]1. Procedure details: 0.5 g of (RS)3-[4-(trans-4-hydroxy-cyclohexyl)-phenyl]-5-methoxymethyl-oxazolidin-2-one was dissolved in 10 ml of methylene chloride and treated at room temperature within 30 minutes with a mixture of 2.2 ml of diethylamino-sulfur trifluoride and 5 ml of methylene chloride. After stirring at room temperature for 2 hours the mixture was poured into 50 ml of ice-water and extracted twice with methylene chloride. The organic phase was washed with sodium chloride solution, sodium hydrogen carbonate ... The reactants are BrC=1C=C(C=CC1)C1OC2=CC=CC(=C2C2=C1C=C(C=C2)NS(=O)(=O)C)OC(F)F (N-[6-(3-bromophenyl)-1-(difluoromethoxy)-6H-benzo[c]chromen-8-yl]methanesulfonamide), [Br-].C(C)OC(CC[Zn+])=O (3-ethoxy-3-oxopropylzincbromide), O (water). The reagents and catalysts are C1=CC=C(C=C1)P(C2=CC=CC=C2)C3=CC=CC=C3.C1=CC=C(C=C1)P(C2=CC=CC=C2)C3=CC=CC=C3.C1=CC=C(C=C1)P(C2=CC=CC=C2)C3=CC=CC=C3.C1=CC=C(C=C1)P(C2=CC=CC=C2)C3=CC=CC=C3.[Pd] (tetrakis(triphenylphosphine) palladium(O)). Run in C1CCOC1 (THF). The product is FC(OC1=C2C3=C(C(OC2=CC=C1)C=1C=C(C=CC1)CCC(=O)OCC)C=C(C=C3)NS(=O)(=O)C)F (ethyl 3-(3-{1-(difluoromethoxy)-8-[(methylsulfonyl)amino]-6H-benzo[c]chromen-6-yl}phenyl)propanoate). Reaction SMILES: Br[C:2]1[CH:3]=[C:4]([CH:8]2[C:17]3[CH:18]=[C:19]([NH:22][S:23]([CH3:26])(=[O:25])=[O:24])[CH:20]=[CH:21][C:16]=3[C:15]3[C:10](=[CH:11][CH:12]=[CH:13][C:14]=3[O:27][CH:28]([F:30])[F:29])[O:9]2)[CH:5]=[CH:6][CH:7]=1.[Br-].[CH2:32]([O:34][C:35](=[O:39])[CH2:36][CH2:37][Zn+])[CH3:33].O>C1COCC1.C1C=CC(P(C2C=CC=CC=2)C2C=CC=CC=2)=CC=1.C1C=CC(P(C2C=CC=CC=2)C2C=CC=CC=2)=CC=1.C1C=CC(P(C2C=CC=CC=2)C2C=CC=CC=2)=CC=1.C1C=CC(P(C2C=CC=CC=2)C2C=CC=CC=2)=CC=1.[Pd]>[F:29][CH:28]([F:30])[O:27][C:14]1[CH:13]=[CH:12][CH:11]=[C:10]2[C:15]=1[C:16]1[CH:21]=[CH:20][C:19]([NH:22][S:23]([CH3:26])(=[O:24])=[O:25])=[CH:18][C:17]=1[CH:8]([C:4]1[CH:3]=[C:2]([CH2:37][CH2:36][C:35]([O:34][CH2:32][CH3:33])=[O:39])[CH:7]=[CH:6][CH:5]=1)[O:9]2 |f:1.2,5.6.7.8.9|. Procedure details: A solution of Example 103 (0.05 g, 0.10 mmol), tetrakis(triphenylphosphine) palladium(O) (0.01, 0.01 mmol), and 3-ethoxy-3-oxopropylzincbromide (0.6 ml of 0.5M solution in THF) in THF (2 mL) was shaken in a sealed tube at 80° C. for 15 hours, treated with water (2 mL), and extracted with ethyl acetate. The extract was the concentrated and the residue was purified by high throughput HPLC with aqueous 0.1% TFA and CH3CN to provide the titled compound. 1H NMR (300 MHz, DMSO-d6) δ 9.98 (s, 1H), 8.17... The reactants are [BH4-], COc1ccc(CC(C)=O)cc1, [Na+], NCC(O)c1cccc(F)c1. The product is COc1ccc(CC(C)NCC(O)c2cccc(F)c2)cc1. As a reaction SMILES: [BH4-:24].[CH3:1][O:2][c:3]1[cH:4][cH:5][c:6]([CH2:9][C:10]([CH3:11])=[O:12])[cH:7][cH:8]1.[Na+:25].[OH:13][CH:14]([CH2:15][NH2:16])[c:17]1[cH:18][c:19]([F:23])[cH:20][cH:21][cH:22]1>>[CH3:1][O:2][c:3]1[cH:4][cH:5][c:6]([CH2:9][CH:10]([CH3:11])[NH:16][CH2:15][CH:14]([OH:13])[c:17]2[cH:18][c:19]([F:23])[cH:20][cH:21][cH:22]2)[cH:7][cH:8]1. The reactants are C(C)(=O)O[C@H](C(=O)O)CC(=O)NC1=CC(=C(C=C1)C=1SC2=NC(=CC=C2N1)C1(CC1)C1=CC=CC=C1)F ((2S)-2-Acetoxy-4-(3-fluoro-4-(5-(1-phenylcyclopropyl)thiazolo[5,4-b]pyridin-2-yl)phenylamino)-4-oxobutanoic acid), C1CCOC1 (THF), [OH-].[Na+] (sodium hydroxide). Reaction conditions: time 24 hour. The product is FC=1C=C(C=CC1C=1SC2=NC(=CC=C2N1)C1(CC1)C1=CC=CC=C1)NC(C[C@@H](C(=O)O)O)=O ((2S)-4-((3-fluoro-4-(5-(1-phenylcyclopropyl)[1,3]thiazolo[5,4-b]pyridin-2-yl)phenyl)amino)-2-hydroxy-4-oxobutanoic acid). RXN SMILES: C([O:4][C@@H:5]([CH2:9][C:10]([NH:12][C:13]1[CH:18]=[CH:17][C:16]([C:19]2[S:20][C:21]3[C:26]([N:27]=2)=[CH:25][CH:24]=[C:23]([C:28]2([C:31]4[CH:36]=[CH:35][CH:34]=[CH:33][CH:32]=4)[CH2:30][CH2:29]2)[N:22]=3)=[C:15]([F:37])[CH:14]=1)=[O:11])[C:6]([OH:8])=[O:7])(=O)C.C1COCC1.[OH-].[Na+]>>[F:37][C:15]1[CH:14]=[C:13]([NH:12][C:10](=[O:11])[CH2:9][C@H:5]([OH:4])[C:6]([OH:8])=[O:7])[CH:18]=[CH:17][C:16]=1[C:19]1[S:20][C:21]2[C:26]([N:27]=1)=[CH:25][CH:24]=[C:23]([C:28]1([C:31]3[CH:36]=[CH:35][CH:34]=[CH:33][CH:32]=3)[CH2:29][CH2:30]1)[N:22]=2 |f:2.3|. Procedure details: (2S)-2-Acetoxy-4-(3-fluoro-4-(5-(1-phenylcyclopropyl)thiazolo[5,4-b]pyridin-2-yl)phenylamino)-4-oxobutanoic acid (7.0 mg, 13 μmol) was dissolved in THF (135 μl, 13 μmol) before 0.1 N sodium hydroxide (404 μl, 40 μmol) was added and stirred at ambient temperature for 24 h. The reaction mixture was concentrated to give (2S)-4-((3-fluoro-4-(5-(1-phenylcyclopropyl)[1,3]thiazolo[5,4-b]pyridin-2-yl)phenyl)amino)-2-hydroxy-4-oxobutanoic acid after preparative LC purification. MS (ESI) m/z: Calculated: ...